From a dataset of the Open Reaction Database (ORD), a public repository of structured organic reaction records. describe an organic reaction: reactants, conditions, products, and yield Starting materials: O1CCC(=CC1)B1OC(C(O1)(C)C)(C)C (2-(3,6-dihydro-2H-pyran-4-yl)-4,4,5,5-tetramethyl-1,3,2-dioxaborolane), FC(S(=O)(=O)OC1=CC(=C2OC=3C=CC(=CC3[C@@]3(C2=C1)N=C(OC3)N)C=3C(=NC=CC3)F)F)(F)F ((S)-2-amino-5′-fluoro-2′-(2-fluoropyridin-3-yl)-5H-spiro[oxazole-4,9′-xanthene]-7′-yl trifluoromethanesulfonate), C([O-])([O-])=O.[Na+].[Na+] (sodium carbonate). The reagents and catalysts are C=1C=CC(=CC1)[P](C=2C=CC=CC2)(C=3C=CC=CC3)[Pd]([P](C=4C=CC=CC4)(C=5C=CC=CC5)C=6C=CC=CC6)([P](C=7C=CC=CC7)(C=8C=CC=CC8)C=9C=CC=CC9)[P](C=1C=CC=CC1)(C=1C=CC=CC1)C=1C=CC=CC1 (tetrakis(triphenylphosphine)palladium). Run in CN(C)C=O (DMF). Conditions: temperature 85 celsius. Yields the product O1CCC(=CC1)C1=CC=2[C@]3(C4=CC(=CC=C4OC2C(=C1)F)C=1C(=NC=CC1)F)N=C(OC3)N ((S)-2′-(3,6-dihydro-2H-pyran-4-yl)-4′-fluoro-7′-(2-fluoropyridin-3-yl)-5H-spiro[oxazole-4,9′-xanthen]-2-amine). Reaction SMILES: [O:1]1[CH2:6][CH:5]=[C:4](B2OC(C)(C)C(C)(C)O2)[CH2:3][CH2:2]1.FC(F)(F)S(O[C:22]1[CH:35]=[C:34]2[C:25]([O:26][C:27]3[CH:28]=[CH:29][C:30]([C:41]4[C:42]([F:47])=[N:43][CH:44]=[CH:45][CH:46]=4)=[CH:31][C:32]=3[C@:33]32[CH2:39][O:38][C:37]([NH2:40])=[N:36]3)=[C:24]([F:48])[CH:23]=1)(=O)=O.C(=O)([O-])[O-].[Na+].[Na+]>C1C=CC([P]([Pd]([P](C2C=CC=CC=2)(C2C=CC=CC=2)C2C=CC=CC=2)([P](C2C=CC=CC=2)(C2C=CC=CC=2)C2C=CC=CC=2)[P](C2C=CC=CC=2)(C2C=CC=CC=2)C2C=CC=CC=2)(C2C=CC=CC=2)C2C=CC=CC=2)=CC=1.CN(C=O)C>[O:1]1[CH2:2][CH:3]=[C:4]([C:22]2[CH:23]=[C:24]([F:48])[C:25]3[O:26][C:27]4[C:32](=[CH:31][C:30]([C:41]5[C:42]([F:47])=[N:43][CH:44]=[CH:45][CH:46]=5)=[CH:29][CH:28]=4)[C@@:33]4([CH2:39][O:38][C:37]([NH2:40])=[N:36]4)[C:34]=3[CH:35]=2)[CH2:5][CH2:6]1 |f:2.3.4,^1:60,62,81,100|. Procedure details: A flask was charged with tetrakis(triphenylphosphine)palladium (29.3 mg, 0.025 mmol), 2-(3,6-dihydro-2H-pyran-4-yl)-4,4,5,5-tetramethyl-1,3,2-dioxaborolane (106 mg, 0.506 mmol), (S)-2-amino-5′-fluoro-2′-(2-fluoropyridin-3-yl)-5H-spiro[oxazole-4,9′-xanthene]-7′-yl trifluoromethanesulfonate (130 mg, 0.253 mmol), sodium carbonate (saturated) (0.253 mL, 1.266 mmol) and DMF (2 ml). The solution was heated at 85° C. for 18 hours. The product was purified via Gilson HPLC (gradient elution 20-90% MeCN/H... The reactants are C1=CC=CC=2C(C3=C(CCC21)C=CC=C3)CC(=O)C3=CC=NC=C3 (2-(10,11-dihydro-5H-dibenzo[a,d]cyclohepten-5-yl)-1-pyridin-4-yl-ethanone), Cl.NO (hydroxylamine hydrochloride), C(=O)(O)[O-].[Na+] (NaHCO3). Product: C1=CC=CC=2C(C3=C(CCC21)C=CC=C3)CC(=NO)C3=CC=NC=C3 (2-(10,11-Dihydro-5H-dibenzo[a,d]cyclohepten-5-yl)-1-pyridin-4-yl-ethanone oxime). As a reaction SMILES: [CH:1]1[C:11]2[CH2:10][CH2:9][C:8]3[CH:12]=[CH:13][CH:14]=[CH:15][C:7]=3[CH:6]([CH2:16][C:17]([C:19]3[CH:24]=[CH:23][N:22]=[CH:21][CH:20]=3)=O)[C:5]=2[CH:4]=[CH:3][CH:2]=1.Cl.[NH2:26][OH:27].C([O-])(O)=O.[Na+]>>[CH:1]1[C:11]2[CH2:10][CH2:9][C:8]3[CH:12]=[CH:13][CH:14]=[CH:15][C:7]=3[CH:6]([CH2:16][C:17]([C:19]3[CH:24]=[CH:23][N:22]=[CH:21][CH:20]=3)=[N:26][OH:27])[C:5]=2[CH:4]=[CH:3][CH:2]=1 |f:1.2,3.4|. Procedure details: In analogy to example 1, step 2, from 2-(10,11-dihydro-5H-dibenzo[a,d]cyclohepten-5-yl)-1-pyridin-4-yl-ethanone and hydroxylamine hydrochloride in the presence of NaHCO3 was prepared the title compound containing less than 5% of the Z-isomer as a white solid, MS (ESI+): m/z=([M+H]+). Reactants: Cl.O1CCOCC1 (dioxane-HCl), solution, C(C)(C)N1C=C(C2=C1N=CN=C2)C(=O)C=2C=C(C=NC2)NC(C(OC2OCCCC2)C2=CC=CC=C2)=O (N-[5-(7-Isopropyl-7H-pyrrolo[2,3-d]pyrimidine-5-carbonyl)-pyridin-3-yl]-2-phenyl-2-(tetrahydro-pyran-2-yloxy)-acetamide). Solvent: O1CCOCC1 (dioxane). Reaction conditions: time 2 hour. Product: OC(C(=O)NC=1C=NC=C(C1)C(=O)C1=CN(C=2N=CN=CC21)C(C)C)C2=CC=CC=C2 (2-Hydroxy-N-[5-(7-isopropyl-7H-pyrrolo[2,3-d]pyrimidine-5-carbonyl)-pyridin-3-yl]-2-phenyl-acetamide). Isolated yield 78.0%. Reaction SMILES: [CH:1]([N:4]1[C:8]2[N:9]=[CH:10][N:11]=[CH:12][C:7]=2[C:6]([C:13]([C:15]2[CH:16]=[C:17]([NH:21][C:22](=[O:37])[CH:23]([C:31]3[CH:36]=[CH:35][CH:34]=[CH:33][CH:32]=3)[O:24]C3CCCCO3)[CH:18]=[N:19][CH:20]=2)=[O:14])=[CH:5]1)([CH3:3])[CH3:2].Cl.O1CCOCC1>O1CCOCC1>[OH:24][CH:23]([C:31]1[CH:32]=[CH:33][CH:34]=[CH:35][CH:36]=1)[C:22]([NH:21][C:17]1[CH:18]=[N:19][CH:20]=[C:15]([C:13]([C:6]2[C:7]3[CH:12]=[N:11][CH:10]=[N:9][C:8]=3[N:4]([CH:1]([CH3:3])[CH3:2])[CH:5]=2)=[O:14])[CH:16]=1)=[O:37] |f:1.2|. Reported procedure: To stirred solution of N-[5-(7-Isopropyl-7H-pyrrolo[2,3-d]pyrimidine-5-carbonyl)-pyridin-3-yl]-2-phenyl-2-(tetrahydro-pyran-2-yloxy)-acetamide (60 mg, 0.12 mmol) (Preparation 237) in dioxane (1 mL) was added dioxane-HCl (1 mL of a 4N solution) at 00° C. The mixture was stirred at room temperature for 2 hours. All the volatiles were removed in vacuo and the solid obtained was triturated with diethyl ether to afford the title compound as a yellowish solid in 78% yield, 42 mg.